Dataset: the Open Reaction Database (ORD), a public repository of structured organic reaction records. Task: describe an organic reaction: reactants, conditions, products, and yield Starting materials: COC(=O)C1CC(S(=O)(=O)c2ccccc2C(F)(F)F)CN1c1cc(C)nn1CCc1ccccc1, COC(=O)C1CC(S(=O)(=O)c2ccccc2C(F)(F)F)CN1c1cc(C)nn1CCc1ccccc1, Cc1cc(N2CC(S(=O)(=O)c3ccccc3C(F)(F)F)CC2C(=O)O)n(CCc2ccccc2)n1, [Li+], [OH-]. Yields the product Cc1cc(N2CC(S(=O)(=O)c3ccccc3C(F)(F)F)CC2C(=O)O)n(CCc2ccccc2)n1. Reaction SMILES: [CH3:1][O:2][C:3](=[O:4])[CH:5]1[N:6]([c:23]2[n:24]([CH2:29][CH2:30][c:31]3[cH:32][cH:33][cH:34][cH:35][cH:36]3)[n:25][c:26]([CH3:28])[cH:27]2)[CH2:7][CH:8]([S:10](=[O:11])(=[O:12])[c:13]2[c:14]([C:19]([F:20])([F:21])[F:22])[cH:15][cH:16][cH:17][cH:18]2)[CH2:9]1.[CH3:37][O:38][C:39]([CH:40]1[CH2:41][CH:42]([S:43]([c:44]2[cH:45][cH:46][cH:47][cH:48][c:49]2[C:50]([F:51])([F:52])[F:53])(=[O:54])=[O:55])[CH2:56][N:57]1[c:58]1[n:59]([CH2:60][CH2:61][c:62]2[cH:63][cH:64][cH:65][cH:66][cH:67]2)[n:68][c:69]([CH3:70])[cH:71]1)=[O:72].[CH3:75][c:76]1[cH:77][c:78]([N:79]2[CH2:80][CH:81]([S:82]([c:83]3[cH:84][cH:85][cH:86][cH:87][c:88]3[C:89]([F:90])([F:91])[F:92])(=[O:93])=[O:94])[CH2:95][CH:96]2[C:97]([OH:98])=[O:99])[n:100]([CH2:101][CH2:102][c:103]2[cH:104][cH:105][cH:106][cH:107][cH:108]2)[n:109]1.[Li+:73].[OH-:74]>>[O:2]=[C:3]([OH:4])[CH:5]1[N:6]([c:23]2[n:24]([CH2:29][CH2:30][c:31]3[cH:32][cH:33][cH:34][cH:35][cH:36]3)[n:25][c:26]([CH3:28])[cH:27]2)[CH2:7][CH:8]([S:10](=[O:11])(=[O:12])[c:13]2[c:14]([C:19]([F:20])([F:21])[F:22])[cH:15][cH:16][cH:17][cH:18]2)[CH2:9]1. Reactants: ice water, Cl (hydrochloric acid), C(C1=CC(OC)=C(O)C(OC)=C1)=O (syringaldehyde), C(CCC(=O)OCC)(=O)OCC (diethyl succinate), CC(C)([O-])C.[K+] (potassium t-butoxide). Run in O1CCCC1 (tetrahydrofuran). Product: C(=O)(O)CC(C(=O)OCC)=CC1=CC(=C(C(=C1)OC)O)OC (ethyl α-carboxymethyl-3,5-dimethoxy-4-hydroxycinnamate). Yield: 48.0%. RXN SMILES: [CH:1](=O)[C:2]1[CH:12]=[C:9]([O:10][CH3:11])[C:7]([OH:8])=[C:4]([O:5][CH3:6])[CH:3]=1.[C:14]([O:23]CC)(=[O:22])[CH2:15][CH2:16][C:17]([O:19][CH2:20][CH3:21])=[O:18].CC(C)([O-])C.[K+].Cl>O1CCCC1>[C:14]([CH2:15][C:16](=[CH:1][C:2]1[CH:12]=[C:9]([O:10][CH3:11])[C:7]([OH:8])=[C:4]([O:5][CH3:6])[CH:3]=1)[C:17]([O:19][CH2:20][CH3:21])=[O:18])([OH:23])=[O:22] |f:2.3|. Procedure details: A 3.6 g of syringaldehyde and 5 ml of diethyl succinate were dissolved in 60 ml of tetrahydrofuran. To the solution was added 4.9 g of potassium t-butoxide, and the mixture was heated under reflux for 24 hours. The mixture was poured into ice water. The aqueous solution was acidified with 6N hydrochloric acid and extracted with 100 ml of ethyl acetate. An organic layer was washed with saturated brine, dried over anhydrous magnesium sulfate and evaporated under reduced pressure. The residue was p... The reactants are N1=C(C=C(C=C1)C(=O)OCC(=O)OC)C(=O)OCC(=O)OC (di-(methoxycarbonylmethyl) pyridine-2,4-dicarboxylate), C1=CC(=CC(=C1)Cl)C(=O)OO (MCPBA). Yields the product [N+]=1(C(=CC(=CC1)C(=O)OCC(=O)OC)C(=O)OCC(=O)OC)[O-] (Di-(methoxycarbonylmethyl) pyridine-2,4-dicarboxylate N-oxide). As a reaction SMILES: [N:1]1[CH:6]=[CH:5][C:4]([C:7]([O:9][CH2:10][C:11]([O:13][CH3:14])=[O:12])=[O:8])=[CH:3][C:2]=1[C:15]([O:17][CH2:18][C:19]([O:21][CH3:22])=[O:20])=[O:16].C1C=C(Cl)C=C(C(OO)=[O:31])C=1>>[N+:1]1([O-:31])[C:2]([C:15]([O:17][CH2:18][C:19]([O:21][CH3:22])=[O:20])=[O:16])=[CH:3][C:4]([C:7]([O:9][CH2:10][C:11]([O:13][CH3:14])=[O:12])=[O:8])=[CH:5][CH:6]=1. Procedure details: From 1 g of di-(methoxycarbonylmethyl) pyridine-2,4-dicarboxylate and 1.1 g of MCPBA. Reactants: C(C)(C)(C)N1N=CC(=C(C1=O)Cl)S (2-t-butyl-4-chloro-5-mercapto-3(2H)-pyridazinone), COCC(OC1=CC=C(CBr)C=C1)C (4-(2-methoxy-1-methylethoxy)-benzyl bromide), [OH-].[K+] (potassium hydroxide). The solvent is C(C)O (ethanol). Reaction conditions: time 8 hour. Yields the product C(C)(C)(C)N1N=CC(=C(C1=O)Cl)SCC1=CC=C(C=C1)OC(COC)C (2-t-butyl-4-chloro-5-{4-(2-methoxy-1-methyl-ethoxy)-benzylthio}-3(2H)-pyridazinone). Yield: 44.1%. Reaction SMILES: [C:1]([N:5]1[C:10](=[O:11])[C:9]([Cl:12])=[C:8]([SH:13])[CH:7]=[N:6]1)([CH3:4])([CH3:3])[CH3:2].[CH3:14][O:15][CH2:16][CH:17]([CH3:27])[O:18][C:19]1[CH:26]=[CH:25][C:22]([CH2:23]Br)=[CH:21][CH:20]=1.[OH-].[K+]>C(O)C>[C:1]([N:5]1[C:10](=[O:11])[C:9]([Cl:12])=[C:8]([S:13][CH2:23][C:22]2[CH:21]=[CH:20][C:19]([O:18][CH:17]([CH3:27])[CH2:16][O:15][CH3:14])=[CH:26][CH:25]=2)[CH:7]=[N:6]1)([CH3:4])([CH3:2])[CH3:3] |f:2.3|. Procedure details: In 30 ml of 95% ethanol were dissolved 1.5 g of 2-t-butyl-4-chloro-5-mercapto-3(2H)-pyridazinone and 1.8 g of 4-(2-methoxy-1-methylethoxy)-benzyl bromide, and thereto was added 0.48 g of powdery potassium hydroxide. The reaction mixture was stirred overnight at room temperature. Then, similarly to the procedures in Preparation Example 3, there was obtained 1.2 g of the aimed product, m.p. 51.0°~52.0° C. Starting materials: [N+](=O)([O-])C1=CC2=C(NC(C=3C(N2)=CSC3)=O)C=C1 (4,9-dihydro-6-nitro-10H-thieno [3,4-b][1,5]benzodiazepin-10-one), B (borane), Cl (hydrochloric acid). Run in O1CCCC1 (tetrahydrofuran), O1CCCC1 (tetrahydrofuran). Product: [N+](=O)([O-])C1=CC2=C(NCC=3C(N2)=CSC3)C=C1 (9,10-Dihydro-6-nitro-4H-thieno[3,4-b][1,5]benzodiazepine). As a reaction SMILES: [N+:1]([C:4]1[CH:18]=[CH:17][C:7]2[NH:8][C:9](=O)[C:10]3[C:11](=[CH:13][S:14][CH:15]=3)[NH:12][C:6]=2[CH:5]=1)([O-:3])=[O:2].B.Cl>O1CCCC1>[N+:1]([C:4]1[CH:18]=[CH:17][C:7]2[NH:8][CH2:9][C:10]3[C:11](=[CH:13][S:14][CH:15]=3)[NH:12][C:6]=2[CH:5]=1)([O-:3])=[O:2]. Procedure: An 8 g. portion of 4,9-dihydro-6-nitro-10H-thieno [3,4-b][1,5]benzodiazepin-10-one in 155 ml. of tetrahydrofuran is stirred, under nitrogen, with cooling in an ice bath. To this is added slowly with stirring 155 ml. of 1M borane in tetrahydrofuran over a period of 15 minutes. The reaction mixture is then stirred at room temperature for one hour and then heated under reflux with stirring for 5 hours. The mixture is stirred at room temperature for 48 hours. The mixture is stirred and cooled in an ... Starting materials: D6, C(C)(C)(C)OC(=O)NCC1(CNCC1)O (3-(t-butyloxycarbonylamino) methyl-3-hydroxypyrrolidine), ClCCC1=CNC2=CC=C(C=C12)N1C=NN=C1 (1-chloro-2-[5-(1,2,4-triazol-4-yl)-1H-indol-3-yl]ethane), N1C=CC2=CC=CC=C12 (indole), N1C=CC2=CC=CC=C12 (indole), C(C1=CC=CC=C1)NCC1(CCN(CC1)CCCC1=CNC2=CC=C(C=C12)N1C=NN=C1)O (4-(benzylamino)methyl-4-hydroxy-1-(3-[5-(1,2,4-triazol-4-yl)-1H-indol-3-yl]propyl)piperidine), triazole-H. Run in O (H2O), CS(=O)C (DMSO). Product: C(C1=CC=CC=C1)NCC1(CN(CC1)CCC1=CNC2=CC=C(C=C12)N1C=NN=C1)O (3-(Benzylamino)methyl-3-hydroxy-1-(2-[5-(1,2,4-triazol-4-yl)-1H-indol-3-yl]ethyl)pyrrolidine). Reaction SMILES: C(OC(NCC1(O)CCNC1)=O)(C)(C)C.Cl[CH2:17][CH2:18][C:19]1[C:27]2[C:22](=[CH:23][CH:24]=[C:25]([N:28]3[CH:32]=[N:31][N:30]=[CH:29]3)[CH:26]=2)[NH:21][CH:20]=1.[CH2:33]([NH:40][CH2:41][C:42]1([OH:65])[CH2:47][CH2:46][N:45]([CH2:48]CCC2C3C(=CC=C(N4C=NN=C4)C=3)NC=2)CC1)[C:34]1[CH:39]=[CH:38][CH:37]=[CH:36][CH:35]=1.N1C2C(=CC=CC=2)C=C1>O.CS(C)=O>[CH2:33]([NH:40][CH2:41][C:42]1([OH:65])[CH2:47][CH2:46][N:45]([CH2:17][CH2:18][C:19]2[C:27]3[C:22](=[CH:23][CH:24]=[C:25]([N:28]4[CH:32]=[N:31][N:30]=[CH:29]4)[CH:26]=3)[NH:21][CH:20]=2)[CH2:48]1)[C:34]1[CH:35]=[CH:36][CH:37]=[CH:38][CH:39]=1. Reported procedure: The title compound was prepared from 3-(t-butyloxycarbonylamino) methyl-3-hydroxypyrrolidine and 1-chloro-2-[5-(1,2,4-triazol-4-yl)-1H-indol-3-yl]ethane (prepared from 2-[5-(1,2,4-triazol-4-yl)-1H-indol-3-yl]ethanol), followed by deprotection and functionalisation as described for 4-(benzylamino)methyl-4-hydroxy-1-(3-[5-(1,2,4-triazol-4-yl)-1H-indol-3-yl]propyl)piperidine. mp>56° C. MS, ES+, m/z=417 for (M+H)+ ; δ (360 MHz, D6 -DMSO) 1.60-1.68 (1H, m, CH), 1.80-1.88 (1H, m, CH), 2.40-2.76 (8H, m...